From a dataset of the Open Reaction Database (ORD), a public repository of structured organic reaction records. describe an organic reaction: reactants, conditions, products, and yield The reactants are COC1=CC=C2CCCC(C2=C1)N1CCNCC1 ((7-methoxytetralin-1-yl)piperazine), C(C)(=O)Cl (acetyl chloride). The product is C(C)(=O)N1CCN(CC1)C1CCCC2=CC=C(C=C12)OC (1-Acetyl-4-(7-methoxy-tetralin-1-yl)piperazine). Reaction SMILES: [CH3:1][O:2][C:3]1[CH:12]=[C:11]2[C:6]([CH2:7][CH2:8][CH2:9][CH:10]2[N:13]2[CH2:18][CH2:17][NH:16][CH2:15][CH2:14]2)=[CH:5][CH:4]=1.[C:19](Cl)(=[O:21])[CH3:20]>>[C:19]([N:16]1[CH2:15][CH2:14][N:13]([CH:10]2[C:11]3[C:6](=[CH:5][CH:4]=[C:3]([O:2][CH3:1])[CH:12]=3)[CH2:7][CH2:8][CH2:9]2)[CH2:18][CH2:17]1)(=[O:21])[CH3:20]. Procedure details: This compound was prepared from (7-methoxytetralin-1-yl)piperazine and acetyl chloride by the method described in Example 11 above (pale yellow oil, 58%). Calc'd for C17H24N2O2 : C, 69.93%; H, 8.43%; N, 9.60%. Found: C, 69.94%; H, 8.18%; N, 9.45%. Starting materials: Cl (HCl), BrC=1C(=NC=C(C(=O)NC2=CC=C(C=C2)OC(F)(F)F)C1)Cl (5-Bromo-6-chloro-N-(4-(trifluoromethoxy)phenyl)nicotinamide), N1CCCC1 (pyrrolidine), CCN(C(C)C)C(C)C (DIPEA). Run in CC(C)O (iPrOH). The product is BrC=1C(=NC=C(C(=O)NC2=CC=C(C=C2)OC(F)(F)F)C1)N1CCCC1 (5-Bromo-6-(pyrrolidin-1-yl)-N-(4-(trifluoromethoxy)phenyl)nicotinamide). RXN SMILES: [Br:1][C:2]1[C:3](Cl)=[N:4][CH:5]=[C:6]([CH:21]=1)[C:7]([NH:9][C:10]1[CH:15]=[CH:14][C:13]([O:16][C:17]([F:20])([F:19])[F:18])=[CH:12][CH:11]=1)=[O:8].[NH:23]1[CH2:27][CH2:26][CH2:25][CH2:24]1.CCN(C(C)C)C(C)C.Cl>CC(O)C>[Br:1][C:2]1[C:3]([N:23]2[CH2:27][CH2:26][CH2:25][CH2:24]2)=[N:4][CH:5]=[C:6]([CH:21]=1)[C:7]([NH:9][C:10]1[CH:15]=[CH:14][C:13]([O:16][C:17]([F:20])([F:19])[F:18])=[CH:12][CH:11]=1)=[O:8]. Procedure: 5-Bromo-6-chloro-N-(4-(trifluoromethoxy)phenyl)nicotinamide (Stage 6.2, 1 g, 2.53 mmol), pyrrolidine (0.544 g, 5.06 mmol), DIPEA (1.325 mL, 7.58 mmol) and iPrOH (2.53 mL) were added to a MW vial and subjected to MW irradiation at 140° C. for 1 h. The mixture was treated with aqueous HCl (40 mL of 0.5 M) was added and extracted with EtOAc The combined extracts were washed with 0.5 M HCl (40 mL) and brine, dried over Na2SO4 and the solvent was evaporated off under reduced pressure to give a residu... Starting materials: O=C1C2C(C3CC(CC1C3)C2)C(=O)O (4-oxo-2-adamantanecarboxylic acid), N (ammonia). The reagents and catalysts are [Pt]=O (platinum oxide). Run in C(C)O (ethanol). Product: NC1C2C(C3CC(CC1C3)C2)C(=O)O (4-amino-2-adamantanecarboxylic acid). As a reaction SMILES: O=[C:2]1[CH:9]2[CH2:10][CH:5]3[CH2:6][CH:7]([CH2:11][CH:3]1[CH:4]3[C:12]([OH:14])=[O:13])[CH2:8]2.[NH3:15]>C(O)C.[Pt]=O>[NH2:15][CH:2]1[CH:9]2[CH2:10][CH:5]3[CH2:6][CH:7]([CH2:11][CH:3]1[CH:4]3[C:12]([OH:14])=[O:13])[CH2:8]2. Procedure details: 4.7 Grams of 4-oxo-2-adamantanecarboxylic acid [preparation is described in G. Snatzke, et. al., CHEM. BER. 100:1710-1724(1967)] is hydrogenated in 75 ml of ethanol over 0.47 g of platinum oxide in the presence of ammonia gas under 60 psi of pressure at room temperature. The solvent is removed under reduced pressure and 15 ml of water is added and removed under reduced pressure. Another 15 ml of water is added and removed under reduced pressure then the residue is dried at 100° C. in a vacuum ov... The reactants are BrC1=CSC=C1 (3-bromothiophene), CCOCC (ether), 1,3-[Bis(diphenylphosphino)-propane]dichloronickel(II)[NiCl2 (dppp)], C1(=CC=CC=C1)[Mg]Cl (PhMgCl), Grignard reagent, Cl (HCl). Solvent: C1CCOC1 (THF). Run at temperature 0 celsius. Product: C1(=CC=CC=C1)C1=CSC=C1 (3-phenylthiophene). Isolated yield 34.1%. Reaction SMILES: Br[C:2]1[CH:6]=[CH:5][S:4][CH:3]=1.CCOCC.[C:12]1([Mg]Cl)[CH:17]=[CH:16][CH:15]=[CH:14][CH:13]=1.Cl>C1COCC1>[C:12]1([C:2]2[CH:6]=[CH:5][S:4][CH:3]=2)[CH:17]=[CH:16][CH:15]=[CH:14][CH:13]=1. Procedure details: To a mixture of 1.0 mL (10.6 mmol) of 3-bromothiophene, 20 mL of anhydrous ether, 60 mg (0.11 mmol) of 1,3-[Bis(diphenylphosphino)-propane]dichloronickel(II)[NiCl2 (dppp)] under N2 with stirring at 0° C. was slowly added 7.0 mL (14 mmol) of 2.0 M PhMgCl in THF. The reaction was slowly warmed to room temperature. Note that a vigorous exothermic reaction may occur if the Grignard reagent is added too fast or if the reaction is allowed to warm to room temperature to rapidly. After stirring for 3 h,...